This data is from the Open Reaction Database (ORD), a public repository of structured organic reaction records. The task is: describe an organic reaction: reactants, conditions, products, and yield Starting materials: NC=1C=CC=C2C=C(NC12)C(=O)OCC (ethyl 7-amino-1H-indole-2-carboxylate), COC(=O)C=1SC=CC1S(=O)(=O)Cl (2-methoxycarbonyl-3-thiophenesulfonyl chloride). Run in N1=CC=CC=C1 (pyridine). Reaction conditions: time 2 day. The product is COC(=O)C=1SC=CC1S(=O)(=O)NC=1C=CC=C2C=C(NC12)C(=O)OCC (Ethyl 7-({[2-(methoxycarbonyl)-3-thienyl]sulfonyl}amino)-1H-indole-2-carboxylate). Isolated yield 91.7%. Reaction SMILES: [NH2:1][C:2]1[CH:3]=[CH:4][CH:5]=[C:6]2[C:10]=1[NH:9][C:8]([C:11]([O:13][CH2:14][CH3:15])=[O:12])=[CH:7]2.[CH3:16][O:17][C:18]([C:20]1[S:21][CH:22]=[CH:23][C:24]=1[S:25](Cl)(=[O:27])=[O:26])=[O:19]>N1C=CC=CC=1>[CH3:16][O:17][C:18]([C:20]1[S:21][CH:22]=[CH:23][C:24]=1[S:25]([NH:1][C:2]1[CH:3]=[CH:4][CH:5]=[C:6]2[C:10]=1[NH:9][C:8]([C:11]([O:13][CH2:14][CH3:15])=[O:12])=[CH:7]2)(=[O:27])=[O:26])=[O:19]. Procedure details: To a mixture of ethyl 7-amino-1H-indole-2-carboxylate (0.30 g) and pyridine (5 mL) was added 2-methoxycarbonyl-3-thiophenesulfonyl chloride (0.42 g) at 4° C., and the mixture was stirred at room temperature for 2 days. The reaction mixture was concentrated, diluted with ethyl acetate, washed with aqueous citric acid solution, water and saturated brine, dried over anhydrous magnesium sulfate, and concentrated under reduced pressure. The obtained residue was subjected to silica gel column chromato... Reactants: COC(=O)C1=C(N=C(S1)CC(O)C=1N(N=NC1C)C1=CC=C(C=C1)F)C (2-{2-[3-(4-fluoro-phenyl)-5-methyl-3H-[1,2,3]triazol-4-yl]-2-hydroxy-ethyl}-4-methyl-thiazole-5-carboxylic acid methyl ester). The solvent is S(O)(O)(=O)=O (sulfuric acid). Conditions: temperature 160 celsius. Product: FC1=CC=C(C=C1)N1N=NC(=C1/C=C/C=1SC(=C(N1)C)C(=O)O)C (2-{(E)-2-[3-(4-Fluoro-phenyl)-5-methyl-3H-[1,2,3]triazol-4-yl]-vinyl}-4-methyl-thiazole-5-carboxylic acid). Isolated yield 76.9%. As a reaction SMILES: C[O:2][C:3]([C:5]1[S:9][C:8]([CH2:10][CH:11]([C:13]2[N:14]([C:19]3[CH:24]=[CH:23][C:22]([F:25])=[CH:21][CH:20]=3)[N:15]=[N:16][C:17]=2[CH3:18])O)=[N:7][C:6]=1[CH3:26])=[O:4]>S(=O)(=O)(O)O>[F:25][C:22]1[CH:21]=[CH:20][C:19]([N:14]2[C:13](/[CH:11]=[CH:10]/[C:8]3[S:9][C:5]([C:3]([OH:4])=[O:2])=[C:6]([CH3:26])[N:7]=3)=[C:17]([CH3:18])[N:16]=[N:15]2)=[CH:24][CH:23]=1. Reported procedure: A suspension of 2-{2-[3-(4-fluoro-phenyl)-5-methyl-3H-[1,2,3]triazol-4-yl]-2-hydroxy-ethyl}-4-methyl-thiazole-5-carboxylic acid methyl ester (355 mg, 0.94 mmol) in sulfuric acid (conc, 5.9 mL) was heated at 160° C. under Ar for 30 min. After cooling to room temperature the mixture was poured into ice and extracted with ethyl acetate and the combined organic extracts washed with brine, dried over sodium sulphate, filtered and evaporated to afford the title compound (249 mg, 77%) as an grey solid.... The reactants are FC(C=1C=C(C=C(C1)C(F)(F)F)C(C(=O)N(C)C=1C=NC(=CC1C1=C(C=CC=C1)C)N1[C@@H](C[C@H](C1)O)CO)(C)C)(F)F ((2S,4R)-2-(3,5-bis-trifluoromethyl-phenyl)-N-[6-(4-hydroxy-2-hydroxymethyl-pyrrolidin-1-yl)-4-o-tolyl-pyridin-3-yl]-N-methyl-isobutyramide), N1=CC=CC=C1 (pyridine), C(C)(=O)OC(C)=O (acetic anhydride). Run in Cl (hydrochloric acid), ClCCl (dichloromethane). Conditions: time 20 hour. The product is FC(C=1C=C(C=C(C1)C(F)(F)F)C(C(=O)N(C=1C(=CC(=NC1)N1[C@@H](C[C@H](C1)O)COC(C)=O)C1=C(C=CC=C1)C)C)(C)C)(F)F ((2S,4R)-Acetic Acid 1-(5-{[2-(3,5-bis-trifluoromethyl-phenyl)-2-methyl-propionyl]-methyl-amino}-4-o-tolyl-pyridin-2-yl)-4-hydroxy-pyrrolidin-2-ylmethyl Ester). Yield: 71.9%. As a reaction SMILES: [F:1][C:2]([F:42])([F:41])[C:3]1[CH:4]=[C:5]([C:13]([CH3:40])([CH3:39])[C:14]([N:16]([C:18]2[CH:19]=[N:20][C:21]([N:31]3[CH2:35][C@H:34]([OH:36])[CH2:33][C@H:32]3[CH2:37][OH:38])=[CH:22][C:23]=2[C:24]2[CH:29]=[CH:28][CH:27]=[CH:26][C:25]=2[CH3:30])[CH3:17])=[O:15])[CH:6]=[C:7]([C:9]([F:12])([F:11])[F:10])[CH:8]=1.N1C=CC=CC=1.[C:49](OC(=O)C)(=[O:51])[CH3:50]>ClCCl.Cl>[F:42][C:2]([F:1])([F:41])[C:3]1[CH:4]=[C:5]([C:13]([CH3:39])([CH3:40])[C:14]([N:16]([CH3:17])[C:18]2[C:23]([C:24]3[CH:29]=[CH:28][CH:27]=[CH:26][C:25]=3[CH3:30])=[CH:22][C:21]([N:31]3[CH2:35][C@H:34]([OH:36])[CH2:33][C@H:32]3[CH2:37][O:38][C:49](=[O:51])[CH3:50])=[N:20][CH:19]=2)=[O:15])[CH:6]=[C:7]([C:9]([F:12])([F:10])[F:11])[CH:8]=1. Procedure: To a solution of 1.5 g (2.4 mmol) (2S,4R)-2-(3,5-bis-trifluoromethyl-phenyl)-N-[6-(4-hydroxy-2-hydroxymethyl-pyrrolidin-1-yl)-4-o-tolyl-pyridin-3-yl]-N-methyl-isobutyramide and 0.4 ml (5 mmol) pyridine in 24 ml dichloromethane were added dropwise at room temperature 0.22 ml (2.4 mmol) acetic anhydride. After stirring at room temperature for 20 h the reaction mixture was diluted with a 0.1 M aqueous hydrochloric acid solution and extracted with 3 portions of dichloromethane. The combined organic ... Reactants: OC=1C=C2C=C(N(C2=CC1)CC(F)(F)F)C(=O)N1CCOCC1 ([5-hydroxy-1-(2,2,2-trifluoro-ethyl)-1H-indol-2-yl]-morpholin-4-yl-methanone), C(C)OC(=O)C=1NC2=CC=C(C=C2C1)OCCCCl (5-(3-Chloro-propoxy)-1H-indole-2-carboxylic acid ethyl ester). Yields the product ClCCCOC=1C=C2C=C(NC2=CC1)C(=O)O (5-(3-Chloro-propoxy)-1H-indole-2-carboxylic acid). As a reaction SMILES: OC1C=C2C(=CC=1)N(CC(F)(F)F)C(C(N1CCOCC1)=O)=C2.C([O:26][C:27]([C:29]1[NH:30][C:31]2[C:36]([CH:37]=1)=[CH:35][C:34]([O:38][CH2:39][CH2:40][CH2:41][Cl:42])=[CH:33][CH:32]=2)=[O:28])C>>[Cl:42][CH2:41][CH2:40][CH2:39][O:38][C:34]1[CH:35]=[C:36]2[C:31](=[CH:32][CH:33]=1)[NH:30][C:29]([C:27]([OH:28])=[O:26])=[CH:37]2. Reported procedure: In analogy to the procedure described for the synthesis of intermediate 1, step 3, the title compound was synthesized from 5-(3-chloro-propoxy)-1H-indole-2-carboxylic acid ethyl ester (example 4, step 1). The title compound was obtained in 98% yield as white solid. MS (m/e): 252.9 (M−H−, 100%). Reactants: CN(C=O)C (N,N-dimethylformamide), N1(CCCCC1)CCCN1N=C(C2=CC(=CC=C12)Cl)N (1-(3-piperidinopropyl)-3-amino-5-chloroindazole), Br.BrCCCN(CC)CC (3-bromopropyldiethylamine hydrobromide), C([O-])([O-])=O.[K+].[K+] (potassium carbonate). Run in C(Cl)(Cl)Cl (chloroform), O (water). Run at temperature 80 celsius, time 12 hour. Yields the product N1(CCCCC1)CCCN1N=C(C2=CC(=CC=C12)Cl)NCCCN(CC)CC (1-(3-piperidinopropyl)-3-(3-diethylaminopropylamino)-5-chloroindazole). Yield: 54.2%. RXN SMILES: CN(C)C=O.[N:6]1([CH2:12][CH2:13][CH2:14][N:15]2[C:23]3[C:18](=[CH:19][C:20]([Cl:24])=[CH:21][CH:22]=3)[C:17]([NH2:25])=[N:16]2)[CH2:11][CH2:10][CH2:9][CH2:8][CH2:7]1.Br.Br[CH2:28][CH2:29][CH2:30][N:31]([CH2:34][CH3:35])[CH2:32][CH3:33].C(=O)([O-])[O-].[K+].[K+]>C(Cl)(Cl)Cl.O>[N:6]1([CH2:12][CH2:13][CH2:14][N:15]2[C:23]3[C:18](=[CH:19][C:20]([Cl:24])=[CH:21][CH:22]=3)[C:17]([NH:25][CH2:28][CH2:29][CH2:30][N:31]([CH2:34][CH3:35])[CH2:32][CH3:33])=[N:16]2)[CH2:11][CH2:10][CH2:9][CH2:8][CH2:7]1 |f:2.3,4.5.6|. Procedure: To 60 ml of anhydrous N,N-dimethylformamide were added 9.59 g of 1-(3-piperidinopropyl)-3-amino-5-chloroindazole, 8.98 g of 3-bromopropyldiethylamine hydrobromide and 7.89 g of anhydrous potassium carbonate, and the mixture was stirred for 12 hours at 80° C. After cooling, the mixture was added with 80 ml of water and extracted with diethyl ether. The diethyl ether layer was extracted three times with 2N hydrochloric acid, and the hydrochloric acid layer was washed with diethyl ether. The pH of ...